Task: describe an organic reaction: reactants, conditions, products, and yield. Dataset: the Open Reaction Database (ORD), a public repository of structured organic reaction records Reactants: BrC=1C=C2CCNC2=CC1 (5-Bromoindoline), C(C)(C)(C)OC(OC(C)(C)C)=O (di-t-butylcarbonate), CC#N (CH3CN). Reagents/catalysts: CN(C1=CC=NC=C1)C (4-dimethylaminopyridine). Run in CCOC(=O)C (EtOAc). Run at time 16 hour. Yields the product BrC=1C=C2CCN(C2=CC1)C(=O)OC(C)(C)C (5-Bromo-1-t-butyloxycarbonylindoline). Yield: 37.9%. Reaction SMILES: [Br:1][C:2]1[CH:3]=[C:4]2[C:8](=[CH:9][CH:10]=1)[NH:7][CH2:6][CH2:5]2.[C:11]([O:15][C:16](=O)[O:17]C(C)(C)C)([CH3:14])([CH3:13])[CH3:12].CC#N>CN(C)C1C=CN=CC=1.CCOC(C)=O>[Br:1][C:2]1[CH:3]=[C:4]2[C:8](=[CH:9][CH:10]=1)[N:7]([C:16]([O:15][C:11]([CH3:14])([CH3:13])[CH3:12])=[O:17])[CH2:6][CH2:5]2. Procedure: 5-Bromoindoline (3.96 g, 20 mmol), di-t-butylcarbonate (4.37 g, 20 mmol), 4-dimethylaminopyridine (2.69 g, 22 mmol) and CH3CN (50 mL) were mixed and stirred at room temperature for 16 h. The reaction mixture was diluted with EtOAc (300 mL) and the organic solution was washed successively with water (50 mL), a 1 N HCl solution (50 mL), a saturated NaHCO3 solution (2×50 mL) and brine (25 mL). The organic layer was dried over MgSO4, filtered and concentrated in vacuo to afford a solid. Trituration ... Reactants: COC(=O)C=1C=C2CC(NC2=CC1)=O (methyl-2-oxindole-5-carboxylate), FC1=CC=C(C=O)C=C1 (4-fluoro-benzaldehyde), N1CCCCC1 (piperidine). Yields the product COC(=O)C=1C=C2/C(/C(NC2=CC1)=O)=C/C1=CC=C(C=C1)F ((Z)-methyl-3-(4-fluorobenzylidene)-2-oxoindoline-5-carboxylate). The solvent is CCO (EtOH). Reported procedure: To a solution of methyl-2-oxindole-5-carboxylate (4.764 g) in EtOH (100 mL) was added 4-fluoro-benzaldehyde (4.72 mL) in one portion, followed by piperidine (790 μL). The mixture was refluxed for 3 hours and the yellow precipitate was collected by filtration. The yellow product was used for the next step without further purification. Reaction SMILES: [CH3:1][O:2][C:3]([C:5]1[CH:6]=[C:7]2[C:11](=[CH:12][CH:13]=1)[NH:10][C:9](=[O:14])[CH2:8]2)=[O:4].[F:15][C:16]1[CH:23]=[CH:22][C:19]([CH:20]=O)=[CH:18][CH:17]=1.N1CCCCC1>CCO>[CH3:1][O:2][C:3]([C:5]1[CH:6]=[C:7]2[C:11](=[CH:12][CH:13]=1)[NH:10][C:9](=[O:14])/[C:8]/2=[CH:20]\[C:19]1[CH:22]=[CH:23][C:16]([F:15])=[CH:17][CH:18]=1)=[O:4].